This data is from the Open Reaction Database (ORD), a public repository of structured organic reaction records. The task is: describe an organic reaction: reactants, conditions, products, and yield Starting materials: FC(C=1SC(=C(N1)C)C(=O)O)(F)F (2-trifluoromethyl-4-methylthiazole-5-carboxylic acid), ClC(=O)OC(Cl)(Cl)Cl (trichloromethyl chloroformate). Reagents/catalysts: N1=CC=CC=C1 (pyridine). The solvent is ClC1=CC=CC=C1 (chlorobenzene). Run at time 2 hour. The product is FC(C=1SC(=C(N1)C)C(=O)Cl)(F)F (2-trifluoromethyl-4-methylthiazole-5-carboxylic acid chloride). Yield: 98.0%. RXN SMILES: [F:1][C:2]([F:13])([F:12])[C:3]1[S:4][C:5]([C:9](O)=[O:10])=[C:6]([CH3:8])[N:7]=1.[Cl:14]C(OC(Cl)(Cl)Cl)=O>ClC1C=CC=CC=1.N1C=CC=CC=1>[F:1][C:2]([F:13])([F:12])[C:3]1[S:4][C:5]([C:9]([Cl:14])=[O:10])=[C:6]([CH3:8])[N:7]=1. Procedure: In a similar apparatus to Example 1, 4.2 g (0.02 mole) of 2-trifluoromethyl-4-methylthiazole-5-carboxylic acid were suspended in 100 ml of chlorobenzene, followed by the addition of 0.04 g of pyridine. Under heating and reflux, 9.9 g (0.05 mole) of trichloromethyl chloroformate were added dropwise over 5 hours. After completion of the dropwise addition, stirring was continued for additional 2 hours. After completion of the reaction, the reaction mixture was filtered and the filtrate was concentr...